This data is from the Open Reaction Database (ORD), a public repository of structured organic reaction records. The task is: describe an organic reaction: reactants, conditions, products, and yield Starting materials: NC1=C(C=C(C(=N1)C=1C=NC=CC1)C1=C(C=NC=C1)F)NC(=O)C1=NNC=N1 (N-(6′-amino-3″-fluoro-3,2′:3′,4″-terpyridin-5′-yl)-1H-1,2,4-triazole-3-carboxamide). Run in C(C)(=O)O (acetic acid). Product: FC=1C=NC=CC1C=1C=C2C(=NC1C=1C=NC=CC1)NC(=N2)C2=NN=CN2 (6-(3-Fluoropyridin-4-yl)-5-pyridin-3-yl-2-(4H-1,2,4-triazol-3-yl)-3H-imidazo[4,5-b]pyridine). Yield: 57.3%. RXN SMILES: [NH2:1][C:2]1[N:7]=[C:6]([C:8]2[CH:9]=[N:10][CH:11]=[CH:12][CH:13]=2)[C:5]([C:14]2[CH:19]=[CH:18][N:17]=[CH:16][C:15]=2[F:20])=[CH:4][C:3]=1[NH:21][C:22]([C:24]1[N:28]=[CH:27][NH:26][N:25]=1)=O>C(O)(=O)C>[F:20][C:15]1[CH:16]=[N:17][CH:18]=[CH:19][C:14]=1[C:5]1[CH:4]=[C:3]2[N:21]=[C:22]([C:24]3[NH:28][CH:27]=[N:26][N:25]=3)[NH:1][C:2]2=[N:7][C:6]=1[C:8]1[CH:9]=[N:10][CH:11]=[CH:12][CH:13]=1. Reported procedure: A solution of N-(6′-amino-3″-fluoro-3,2′:3′,4″-terpyridin-5′-yl)-1H-1,2,4-triazole-3-carboxamide (0.070 g, 0.19 mmol) in acetic acid (2.5 mL) was heated in a sealed tube at 120° C. for 18 h. The solvent was evaporated and the residue was suspended in ethyl acetate and 4% sodium bicarbonate aqueous solution. The solid formed was filtered and dried in vacuo to give the title compound (0.039 g, 59% of yield). Reactants: BrC=1C=C2C(=NNC(C2=CC1)=O)Cl (6-bromo-4-chloro-2H-phthalazin-1-one), NCC=1C=C(C=CC1)O (3-(aminomethyl)phenol), C=1C=CC(=CC1)P(C=2C=CC=CC2)C3=CC=C4C=CC=CC4=C3C5=C6C=CC=CC6=CC=C5P(C=7C=CC=CC7)C=8C=CC=CC8 (rac-BINAP), CC(C)(C)[O-].[Na+] (NaOt-Bu). The reagents and catalysts are C=1C=CC(=CC1)/C=C/C(=O)/C=C/C2=CC=CC=C2.C=1C=CC(=CC1)/C=C/C(=O)/C=C/C2=CC=CC=C2.C=1C=CC(=CC1)/C=C/C(=O)/C=C/C2=CC=CC=C2.[Pd].[Pd] (Pd2(dba)3). The solvent is CC(=O)N(C)C (DMA), CCOC(=O)C (EtOAc). Yields the product ClC1=NNC(C2=CC=C(C=C12)NCC1=CC(=CC=C1)O)=O (4-chloro-6-(3-hydroxy-benzylamino)-2H-phthalazin-1-one). Yield: 6.9%. Reaction SMILES: Br[C:2]1[CH:3]=[C:4]2[C:9](=[CH:10][CH:11]=1)[C:8](=[O:12])[NH:7][N:6]=[C:5]2[Cl:13].[NH2:14][CH2:15][C:16]1[CH:17]=[C:18]([OH:22])[CH:19]=[CH:20][CH:21]=1.C1C=CC(P(C2C(C3C(P(C4C=CC=CC=4)C4C=CC=CC=4)=CC=C4C=3C=CC=C4)=C3C(C=CC=C3)=CC=2)C2C=CC=CC=2)=CC=1.CC([O-])(C)C.[Na+]>CC(N(C)C)=O.CCOC(C)=O.C1C=CC(/C=C/C(/C=C/C2C=CC=CC=2)=O)=CC=1.C1C=CC(/C=C/C(/C=C/C2C=CC=CC=2)=O)=CC=1.C1C=CC(/C=C/C(/C=C/C2C=CC=CC=2)=O)=CC=1.[Pd].[Pd]>[Cl:13][C:5]1[C:4]2[C:9](=[CH:10][CH:11]=[C:2]([NH:14][CH2:15][C:16]3[CH:21]=[CH:20][CH:19]=[C:18]([OH:22])[CH:17]=3)[CH:3]=2)[C:8](=[O:12])[NH:7][N:6]=1 |f:3.4,7.8.9.10.11|. Procedure: A mixture 6-bromo-4-chloro-2H-phthalazin-1-one (100 mg, 0.385 mmol), 3-(aminomethyl)phenol (59 mg, 0.479 mmol), Pd2(dba)3 (40 mg, 0.044 mmol), rac-BINAP (79 mg, 0.127 mmol) and NaOt-Bu (92 mg, 0.963 mmol) in DMA (6 mL) was heated at 80° C. for 1.5 h. The mixture was allowed to cool, diluted with EtOAc and washed with water. The organic layer was washed with sat.aq. NaHCO3, brine and dried (Na2SO4). Chromatography on silica (EtOAc/hexanes) afforded 4-chloro-6-(3-hydroxy-benzylamino)-2H-phthalazin... The reactants are Cl.ClC=1C=C(C=C(C1)Cl)N1C(N([C@]2(C1=O)CNC[C@H]2C2=CC=C(C#N)C=C2)C)=O (4-[(5S*,9R*)-3-(3,5-Dichlorophenyl)-1-methyl-2,4-dioxo-1,3,7-triazaspiro[4.4]non-9-yl]-benzonitrile hydrochloric acid salt), C1(=CC=C(C=C1)C(=O)[C@@]([C@@](C(=O)O)(O)C(=O)C1=CC=C(C=C1)C)(O)C(=O)O)C ((+)-Di-p-toluoyl-D-tartaric acid). Solvent: ClCCl (dichloromethane). Run at temperature 35 celsius, time 16 hour. Yields the product ClC=1C=C(C=C(C1)Cl)N1C(N([C@]2(C1=O)CNC[C@H]2C2=CC=C(C#N)C=C2)C)=O (4-[(5S,9R)-3-(3,5-Dichlorophenyl)-1-methyl-2,4-dioxo-1,3,7-triazaspiro[4.4]non-9-yl]-benzonitrile). The yield is 51.2%. Reaction SMILES: Cl.[Cl:2][C:3]1[CH:4]=[C:5]([N:10]2[C:14](=[O:15])[C@@:13]3([C@H:19]([C:20]4[CH:27]=[CH:26][C:23]([C:24]#[N:25])=[CH:22][CH:21]=4)[CH2:18][NH:17][CH2:16]3)[N:12]([CH3:28])[C:11]2=[O:29])[CH:6]=[C:7]([Cl:9])[CH:8]=1.C1(C)C=CC(C([C@](C(O)=O)(O)[C@](C(C2C=CC(C)=CC=2)=O)(O)C(O)=O)=O)=CC=1>ClCCl>[Cl:2][C:3]1[CH:4]=[C:5]([N:10]2[C:14](=[O:15])[C@@:13]3([C@H:19]([C:20]4[CH:21]=[CH:22][C:23]([C:24]#[N:25])=[CH:26][CH:27]=4)[CH2:18][NH:17][CH2:16]3)[N:12]([CH3:28])[C:11]2=[O:29])[CH:6]=[C:7]([Cl:9])[CH:8]=1 |f:0.1|. Reported procedure: To a suspension of 4-[(5S*,9R*)-3-(3,5-Dichlorophenyl)-1-methyl-2,4-dioxo-1,3,7-triazaspiro[4.4]non-9-yl]-benzonitrile hydrochloric acid salt (1.00 kg, 2.21 mol) in dichloromethane (10.67 L) was added diispopropylethylamine (0.29 kg, 2.21 mol). The mixture was stirred to a clear solution, to which (+)-Di-p-toluoyl-D-tartaric acid (0.21 kg, 0.55 mol) was added. The resulting solution was warmed to 34-36° C. and seeded immediately. It was cooled to 20-25° C. in 1.5-2.0 hours. Crystallization occur... The reactants are NC[C@@H]1CN(CCO[C@H]1C1=CC(=C(C=C1)Cl)F)C(=O)OC(C)(C)C (tert-butyl (6R,7R)-6-(aminomethyl)-7-(4-chloro-3-fluorophenyl)-1,4-oxazepane-4-carboxylate), NC=1C(=NC=CC1)C(=O)O (3-aminopyridine-2-carboxylic acid). Yields the product NC=1C(=NC=CC1)C(=O)NC[C@@H]1CN(CCO[C@H]1C1=CC(=C(C=C1)Cl)F)C(=O)OC(C)(C)C (tert-butyl (6R,7R)-6-({[(3-aminopyridin-2-yl)carbonyl]amino}methyl)-7-(4-chloro-3-fluorophenyl)-1,4-oxazepane-4-carboxylate). As a reaction SMILES: [NH2:1][CH2:2][C@H:3]1[C@H:9]([C:10]2[CH:15]=[CH:14][C:13]([Cl:16])=[C:12]([F:17])[CH:11]=2)[O:8][CH2:7][CH2:6][N:5]([C:18]([O:20][C:21]([CH3:24])([CH3:23])[CH3:22])=[O:19])[CH2:4]1.[NH2:25][C:26]1[C:27]([C:32](O)=[O:33])=[N:28][CH:29]=[CH:30][CH:31]=1>>[NH2:25][C:26]1[C:27]([C:32]([NH:1][CH2:2][C@H:3]2[C@H:9]([C:10]3[CH:15]=[CH:14][C:13]([Cl:16])=[C:12]([F:17])[CH:11]=3)[O:8][CH2:7][CH2:6][N:5]([C:18]([O:20][C:21]([CH3:24])([CH3:23])[CH3:22])=[O:19])[CH2:4]2)=[O:33])=[N:28][CH:29]=[CH:30][CH:31]=1. Procedure details: Using tert-butyl (6R,7R)-6-(aminomethyl)-7-(4-chloro-3-fluorophenyl)-1,4-oxazepane-4-carboxylate and 3-aminopyridine-2-carboxylic acid, and by a method similar to that of Example 39, step A, the title compound was obtained. Starting materials: CC(C)(C)OC(=O)CCOCCc1cccc(Br)c1, Cc1c(B2OC(C)(C)C(C)(C)O2)cnn1C. Product: Cc1c(-c2cccc(CCOCCC(=O)OC(C)(C)C)c2)cnn1C. RXN SMILES: [Br:1][c:2]1[cH:3][c:4]([CH2:5][CH2:6][O:7][CH2:8][CH2:9][C:10](=[O:11])[O:12][C:13]([CH3:14])([CH3:15])[CH3:16])[cH:17][cH:18][cH:19]1.[CH3:20][n:21]1[n:22][cH:23][c:24]([B:27]2[O:28][C:29]([CH3:30])([CH3:31])[C:32]([CH3:33])([CH3:34])[O:35]2)[c:25]1[CH3:26]>>[c:2]1(-[c:24]2[cH:23][n:22][n:21]([CH3:20])[c:25]2[CH3:26])[cH:3][c:4]([CH2:5][CH2:6][O:7][CH2:8][CH2:9][C:10](=[O:11])[O:12][C:13]([CH3:14])([CH3:15])[CH3:16])[cH:17][cH:18][cH:19]1. The reactants are COC(=O)c1sc2ccc(Br)cc2c1-c1ccccc1, CO, Cl, [Na+], [OH-]. The product is O=C(O)c1sc2ccc(Br)cc2c1-c1ccccc1. Reaction SMILES: [Br:1][c:2]1[cH:3][c:4]2[c:5]([s:6][c:7]([C:15](=[O:16])[O:17][CH3:18])[c:8]2-[c:9]2[cH:10][cH:11][cH:12][cH:13][cH:14]2)[cH:19][cH:20]1.[CH3:24][OH:25].[ClH:23].[Na+:22].[OH-:21]>>[Br:1][c:2]1[cH:3][c:4]2[c:5]([s:6][c:7]([C:15](=[O:16])[OH:17])[c:8]2-[c:9]2[cH:10][cH:11][cH:12][cH:13][cH:14]2)[cH:19][cH:20]1. Starting materials: ClC1=CC=C(C=C1)O (p-chlorophenol), ClCC(C(C)(C)C)=O (1-chloro-3,3-dimethyl-2-butanone), C([O-])([O-])=O.[K+].[K+] (potassium carbonate). Run in C(C)#N (acetonitrile). The product is ClC1=CC=C(OCC(C(C)(C)C)=O)C=C1 (1-(p-chlorophenoxy)-3,3-dimethyl-2-butanone). RXN SMILES: [Cl:1][C:2]1[CH:7]=[CH:6][C:5]([OH:8])=[CH:4][CH:3]=1.Cl[CH2:10][C:11](=[O:16])[C:12]([CH3:15])([CH3:14])[CH3:13].C(=O)([O-])[O-].[K+].[K+]>C(#N)C>[Cl:1][C:2]1[CH:7]=[CH:6][C:5]([O:8][CH2:10][C:11](=[O:16])[C:12]([CH3:15])([CH3:14])[CH3:13])=[CH:4][CH:3]=1 |f:2.3.4|. Procedure details: A 12.8 g quantity of p-chlorophenol, 13.4 g of 1-chloro-3,3-dimethyl-2-butanone, 13.8 g of anhydrous potassium carbonate and 100 ml of acetonitrile were placed into a 200-ml egg plant type flask and refluxed for 8 hours. The resulting potassium chloride was filtered off from the reaction mixture, and the filtrate was concentrated in a vacuum to obtain crude crystals, which were recrystallized from n-hexane, giving 16.0 g of the above-identified desired compound, m.p. 62°-63° C.